This data is from the Open Reaction Database (ORD), a public repository of structured organic reaction records. The task is: describe an organic reaction: reactants, conditions, products, and yield The reactants are COC(=O)COc1cccnc1Br, CO, [Na+], [OH-]. The product is O=C(O)COc1cccnc1Br. Reaction SMILES: [Br:1][c:2]1[n:3][cH:4][cH:5][cH:6][c:7]1[O:8][CH2:9][C:10](=[O:11])[O:12][CH3:13].[CH3:16][OH:17].[Na+:15].[OH-:14]>>[Br:1][c:2]1[n:3][cH:4][cH:5][cH:6][c:7]1[O:8][CH2:9][C:10](=[O:11])[OH:12]. The reactants are C1CCOC1, O=C1C(CC2CCCC2)CN1OCc1ccccc1, Cl, [Li+], [Na+], [OH-], [OH-], O, O. Yields the product O=C(O)C(CNOCc1ccccc1)CC1CCCC1. RXN SMILES: [CH2:26]1[O:27][CH2:28][CH2:29][CH2:30]1.[CH:1]1([CH2:6][CH:7]2[C:8](=[O:19])[N:9]([O:11][CH2:12][c:13]3[cH:14][cH:15][cH:16][cH:17][cH:18]3)[CH2:10]2)[CH2:2][CH2:3][CH2:4][CH2:5]1.[ClH:23].[Li+:21].[Na+:25].[OH-:20].[OH-:24].[OH2:22].[OH2:31]>>[CH:1]1([CH2:6][CH:7]([C:8]([OH:19])=[O:20])[CH2:10][NH:9][O:11][CH2:12][c:13]2[cH:14][cH:15][cH:16][cH:17][cH:18]2)[CH2:2][CH2:3][CH2:4][CH2:5]1. The reactants are [Si](C)(C)(C(C)(C)C)OCCN(C(=O)C1=NC(=NC(=C1OCC1=CC=CC=C1)O)CC1(CCC2(OCCO2)CC1)C1=CC=CC=C1)C(C)C (5-benzyloxy-6-hydroxy-2-(8-phenyl-1,4-dioxa-spiro[4.5]dec-8-ylmethyl)-pyrimidine-4-carboxylic acid [2-(tert-butyl-dimethylsilanyloxy)-ethyl]-isopropylamide), Cl (HCl), C(C)(=O)OCC (ethyl acetate). Solvent: O1CCCC1 (tetrahydrofuran). Reaction conditions: time 7 hour. The product is OCCN(C(=O)C1=NC(=NC(=C1OCC1=CC=CC=C1)O)CC1(CCC(CC1)=O)C1=CC=CC=C1)C(C)C (5-benzyloxy-6-hydroxy-2-(4-oxo-1-phenyl-cyclohexylmethyl)-pyrimidine-4-carboxylic acid (2-hydroxyethyl)-isopropylamide). Yield: 66.6%. RXN SMILES: [Si]([O:8][CH2:9][CH2:10][N:11]([CH:46]([CH3:48])[CH3:47])[C:12]([C:14]1[C:19]([O:20][CH2:21][C:22]2[CH:27]=[CH:26][CH:25]=[CH:24][CH:23]=2)=[C:18]([OH:28])[N:17]=[C:16]([CH2:29][C:30]2([C:40]3[CH:45]=[CH:44][CH:43]=[CH:42][CH:41]=3)[CH2:39][CH2:38][C:33]3(OCC[O:34]3)[CH2:32][CH2:31]2)[N:15]=1)=[O:13])(C(C)(C)C)(C)C.Cl.C(OCC)(=O)C>O1CCCC1>[OH:8][CH2:9][CH2:10][N:11]([CH:46]([CH3:48])[CH3:47])[C:12]([C:14]1[C:19]([O:20][CH2:21][C:22]2[CH:27]=[CH:26][CH:25]=[CH:24][CH:23]=2)=[C:18]([OH:28])[N:17]=[C:16]([CH2:29][C:30]2([C:40]3[CH:41]=[CH:42][CH:43]=[CH:44][CH:45]=3)[CH2:31][CH2:32][C:33](=[O:34])[CH2:38][CH2:39]2)[N:15]=1)=[O:13]. Procedure: To a solution of 5-benzyloxy-6-hydroxy-2-(8-phenyl-1,4-dioxa-spiro[4.5]dec-8-ylmethyl)-pyrimidine-4-carboxylic acid [2-(tert-butyl-dimethylsilanyloxy)-ethyl]-isopropylamide (271) (500 mg, 0.74 mmol) in tetrahydrofuran (30.0 mL) was added 2.1N aqueous HCl (6.0 mL) and stirred at room temperature for 7 h while silica thin layer chromatography was performed (only ethyl acetate; Rf=0.25). The reaction mixture was concentrated in vacuum and diluted with ethyl acetate (50 mL), washed with aqueous NaHC... Starting materials: CSC1=CC=C(C=C1)O (4-(methylthio)phenol), [N+](=O)(O)[O-] (nitric acid). The solvent is C(Cl)Cl (methylene chloride). Conditions: time 3 hour. The product is [N+](=O)([O-])C1=C(C=CC(=C1)SC)O (2-nitro-4-(methylthio)phenol). Reaction SMILES: [CH3:1][S:2][C:3]1[CH:8]=[CH:7][C:6]([OH:9])=[CH:5][CH:4]=1.[N+:10]([O-])([OH:12])=[O:11]>C(Cl)Cl>[N+:10]([C:7]1[CH:8]=[C:3]([S:2][CH3:1])[CH:4]=[CH:5][C:6]=1[OH:9])([O-:12])=[O:11]. Reported procedure: To a solution of 4-(methylthio)phenol(5.0 g) in methylene chloride (100 mls) was added 30% nitric acid absorbed on silica (9.29 g) and the mixture stirred at room temperature for 3 hrs. The mixture was filtered and washed with methylene chloride. The solvent was evaporated and the residue was purified by flash chromatography eluting with ethyl acetate and hexane (15:85 v/v) to give 2-nitro-4-(methylthio)phenol as an orange solid (2.22 g); NMR (200 MHz, CDCl3): 2.50(3H,s), 7.10(1H,d,J=8 Hz), 7.51... The reactants are C(C=C)ON(S(=O)(=O)C1=C(C=CC=C1)[N+](=O)[O-])C1C(=C[C@H](N(C1)C(=O)OC(C)(C)C)C(N)=O)CC(=O)N ((2S)-tert-butyl 5-(N-(allyloxy)-2-nitrophenylsulfonamido)-4-(2-amino-2-oxoethyl)-2-carbamoyl-5,6-dihydropyridine-1(2H)-carboxylate), C(C=C)ON(S(=O)(=O)C1=C(C=CC=C1)[N+](=O)[O-])C1C(=C[C@H](N(C1)C(=O)OC(C)(C)C)C(N)=O)CC(=O)N ((2S)-tert-butyl 5-(N-(allyloxy)-2-nitrophenylsulfonamido)-4-(2-amino-2-oxoethyl)-2-carbamoyl-5,6-dihydropyridine-1(2H)-carboxylate), C([O-])([O-])=O.[K+].[K+] (potassium carbonate), C1(=CC=CC=C1)S (benzenethiol). The solvent is C(C)#N (acetonitrile). Conditions: time 15 hour. Yields the product C(C=C)ONC1C(=C[C@H](N(C1)C(=O)OC(C)(C)C)C(N)=O)CC(=O)N ((2S)-tert-butyl 5-((allyloxy)amino)-4-(2-amino-2-oxoethyl)-2-carbamoyl-5,6-dihydropyridine-1(2H)-carboxylate). Reaction SMILES: [CH2:1]([O:4][N:5]([CH:18]1[CH2:23][N:22]([C:24]([O:26][C:27]([CH3:30])([CH3:29])[CH3:28])=[O:25])[C@H:21]([C:31](=[O:33])[NH2:32])[CH:20]=[C:19]1[CH2:34][C:35]([NH2:37])=[O:36])S(C1C=CC=CC=1[N+]([O-])=O)(=O)=O)[CH:2]=[CH2:3].C(=O)([O-])[O-].[K+].[K+].C1(S)C=CC=CC=1>C(#N)C>[CH2:1]([O:4][NH:5][CH:18]1[CH2:23][N:22]([C:24]([O:26][C:27]([CH3:30])([CH3:29])[CH3:28])=[O:25])[C@H:21]([C:31](=[O:33])[NH2:32])[CH:20]=[C:19]1[CH2:34][C:35]([NH2:37])=[O:36])[CH:2]=[CH2:3] |f:1.2.3|. Reported procedure: To a solution of (2S)-tert-butyl 5-(N-(allyloxy)-2-nitrophenylsulfonamido)-4-(2-amino-2-oxoethyl)-2-carbamoyl-5,6-dihydropyridine-1(2H)-carboxylate (Intermediate 175, 1.36 g, 2.52 mmol) and potassium carbonate (1.742 g, 12.60 mmol) in acetonitrile (20.0 mL) at 0° C. was added benzenethiol (1.389 g, 12.60 mmol). The mixture was stirred at room temperature for 15 hours. The reaction mixture was concentrated and the resulting residue was triturated with DCM. The solids were removed by filtration. T...